This data is from the Open Reaction Database (ORD), a public repository of structured organic reaction records. The task is: describe an organic reaction: reactants, conditions, products, and yield Reactants: BrC=C(C)C1=CC=C(C=C1)F (1-(1-Bromoprop-1-en-2-yl)-4-fluorobenzene), ClC=1C=CC=2C3=C(NC2C1)CCN(C3)C (7-Chloro-2-methyl-2,3,4,5-tetrahydro-1H-pyrido[4,3-b]indole), N1[C@H](C(=O)O)CCC1 (L-proline), P(=O)([O-])([O-])[O-].[K+].[K+].[K+] (potassium phosphate). Reagents/catalysts: [Cu]I (Copper (I) iodide). Run in CN(C)C=O (DMF). Conditions: temperature 85 celsius. Yields the product ClC=1C=CC=2C3=C(N(C2C1)\C=C(/C)\C1=CC=C(C=C1)F)CCN(C3)C ((E)-7-chloro-5-(2-(4-fluorophenyl)prop-1-enyl)-2-methyl-2,3,4,5-tetrahydro-1H-pyrido[4,3-b]indole). Reaction SMILES: [Cl:1][C:2]1[CH:3]=[CH:4][C:5]2[C:6]3[CH2:14][N:13]([CH3:15])[CH2:12][CH2:11][C:7]=3[NH:8][C:9]=2[CH:10]=1.N1CCC[C@H]1C(O)=O.P([O-])([O-])([O-])=O.[K+].[K+].[K+].Br[CH:33]=[C:34]([C:36]1[CH:41]=[CH:40][C:39]([F:42])=[CH:38][CH:37]=1)[CH3:35]>CN(C=O)C.[Cu]I>[Cl:1][C:2]1[CH:3]=[CH:4][C:5]2[C:6]3[CH2:14][N:13]([CH3:15])[CH2:12][CH2:11][C:7]=3[N:8](/[CH:33]=[C:34](/[C:36]3[CH:41]=[CH:40][C:39]([F:42])=[CH:38][CH:37]=3)\[CH3:35])[C:9]=2[CH:10]=1 |f:2.3.4.5|. Reported procedure: 7-Chloro-2-methyl-2,3,4,5-tetrahydro-1H-pyrido[4,3-b]indole (220 mg, 0.90 mmol) was dissolved in DMF (5 mL). Copper (I) iodide (17 mg, 0.09 mmol), L-proline (20 mg, 0.18 mmol) and potassium phosphate (380 mg, 1.8 mmol) were added and the reaction mixture was stirred for min. at RT. 1-(1-Bromoprop-1-en-2-yl)-4-fluorobenzene (230 mg, 1.09 mmol) was added dropwise and the reaction mixture was purged with nitrogen. The reaction mixture was heated overnight at 85° C. (prolonged heating in some cases ... The reactants are C(C)OC(=O)C=1C=C(OC1)C(CBr)=O (4-Ethoxycarbonyl-2-(α-bromoacetyl)furan), C(C)OC=1C=C(C(=S)N)C=CC1OCC (3,4- diethoxythiobenzamide). The product is C(C)OC=1C=C(C=CC1OCC)C=1SC=C(N1)C=1OC=C(C1)C(=O)O (2-(3,4-diethoxyphenyl)-4-(4-carboxy-2-furyl)thiazole). RXN SMILES: C([O:3][C:4]([C:6]1[CH:7]=[C:8]([C:11](=O)[CH2:12]Br)[O:9][CH:10]=1)=[O:5])C.[CH2:15]([O:17][C:18]1[CH:19]=[C:20]([CH:24]=[CH:25][C:26]=1[O:27][CH2:28][CH3:29])[C:21]([NH2:23])=[S:22])[CH3:16]>>[CH2:15]([O:17][C:18]1[CH:19]=[C:20]([C:21]2[S:22][CH:12]=[C:11]([C:8]3[O:9][CH:10]=[C:6]([C:4]([OH:3])=[O:5])[CH:7]=3)[N:23]=2)[CH:24]=[CH:25][C:26]=1[O:27][CH2:28][CH3:29])[CH3:16]. Reported procedure: 4-Ethoxycarbonyl-2-(α-bromoacetyl)furan and 3,4- diethoxythiobenzamide were subjected to the same reaction as in Example 1 and then to the same hydrolysis as in Example 147 to obtain 2-(3,4-diethoxyphenyl)-4-(4-carboxy-2-furyl)thiazole. Starting materials: OOS(=O)[O-].[K+] (oxone), CC1=NC=CC=C1C1=NC(=NC=C1)SC (4-(2-methyl-pyridin-3-yl)-2-methylsulfanyl-pyrimidine), C(=O)(O)[O-].[Na+] (NaHCO3). Solvent: CO (MeOH). Conditions: time 1.5 hour. Product: CS(=O)(=O)C1=NC=CC(=N1)C=1C(=NC=CC1)C (2-Methanesulfonyl-4-(2-methyl-pyridin-3-yl)-pyrimidine). The yield is 80.0%. Reaction SMILES: [CH3:1][C:2]1[C:7]([C:8]2[CH:13]=[CH:12][N:11]=[C:10](SC)[N:9]=2)=[CH:6][CH:5]=[CH:4][N:3]=1.O[O:17][S:18]([O-:20])=O.[K+].[C:22]([O-])(O)=O.[Na+]>CO>[CH3:22][S:18]([C:10]1[N:9]=[C:8]([C:7]2[C:2]([CH3:1])=[N:3][CH:4]=[CH:5][CH:6]=2)[CH:13]=[CH:12][N:11]=1)(=[O:20])=[O:17] |f:1.2,3.4|. Procedure details: A solution of 4-(2-methyl-pyridin-3-yl)-2-methylsulfanyl-pyrimidine (530 mg, 2.44 mmol) in MeOH (18 ml) was cooled at 0° C. and then an aqueous solution of oxone (4.51 g, 7.32 mmol in 18 ml of water) was slowly added. After stirring 1.5 hours at room temperature, the mixture was basified with 5% NaHCO3 and the product was extracted with ethyl acetate. The organic phase was dried (Na2SO4) and evaporated to give 500 mg of the title compound that was used in the next step without further purificati... Starting materials: C1COC2(CCC(CC2)(C=2SC=CC2)N=C=O)O1 (4-isocyanato4-(2-thienyl) cyclohexanone ethylene ketal), [OH-].[Na+] (NaOH), O1CCCC1 (THF), O1CCCC1 (tetrahydrofuran), [H-].[Al+3].[Li+].[H-].[H-].[H-] (lithium aluminum hydride), ethylene ketal hydrochloride. Solvent: O (water), O (water). Reaction conditions: time 4 hour. Yields the product CNC1(CCC(CC1)=O)C=1SC=CC1 (4-methylamino-4-(2-thienyl)cyclohexanone). Yield: 35.0%. Reaction SMILES: C1O[C:4]2([CH2:9][CH2:8][C:7]([N:15]=[C:16]=O)([C:10]3[S:11][CH:12]=[CH:13][CH:14]=3)[CH2:6][CH2:5]2)[O:3]C1.O1CCCC1.[H-].[Al+3].[Li+].[H-].[H-].[H-].[OH-].[Na+]>O>[CH3:16][NH:15][C:7]1([C:10]2[S:11][CH:12]=[CH:13][CH:14]=2)[CH2:8][CH2:9][C:4](=[O:3])[CH2:5][CH2:6]1 |f:2.3.4.5.6.7,8.9|. Procedure: A solution of 2.21 g. (8.3 mmole) of 4-isocyanato4-(2-thienyl) cyclohexanone ethylene ketal in 40 ml. tetrahydrofuran (THF) is added to a suspension of 0.32 g. (8.4 mmole) of lithium aluminum hydride (LAH) in 5 ml. THF. Following 4 hours' stirring under reflux the mixture is cooled in ice. There is then added in turn 0.32 ml. water, 0.32 ml. 15% NaOH and 0.96 ml. water. The inorganic gel is collected on a filter and the filtrate taken to dryness. A solution of the residue in a small amount of et... The reactants are FC1=C(C=CC=C1)NC(=O)NC (N-(2-fluorophenyl)-N'-methyl urea), COCCl (chloromethyl methyl ether), COCCOC (1,2-dimethoxyethane), [H-].[Na+] (sodium hydride). The solvent is CCOCC (ether). Run at time 15 minute. Product: FC1=C(C=CC=C1)N(C(=O)NC)COC (N-(2-fluorophenyl)-N-methoxymethyl-N'-methyl urea). RXN SMILES: [F:1][C:2]1[CH:7]=[CH:6][CH:5]=[CH:4][C:3]=1[NH:8][C:9]([NH:11][CH3:12])=[O:10].[CH3:13][O:14][CH2:15]COC.[H-].[Na+].COCCl>CCOCC>[F:1][C:2]1[CH:7]=[CH:6][CH:5]=[CH:4][C:3]=1[N:8]([CH2:13][O:14][CH3:15])[C:9]([NH:11][CH3:12])=[O:10] |f:2.3|. Procedure: To a stirred solution of 8.4 g. (0.05 mol) of N-(2-fluorophenyl)-N'-methyl urea dissolved in 200 ml. of 1,2-dimethoxyethane there was added 2.4 g. of a 50% dispersion of sodium hydride (0.05 mol) in mineral oil. The resulting mixture was stirred for 15 minutes more. Then 4.2 g. (0.05 mol) of chloromethyl methyl ether was added dropwise. After all ether was added, the mixture was stirred for 16 hours. At the end of this time it was filtered through a layer of magnesium sulfate. The filtrate was e... Reactants: C(C)OC(CC#N)=O (Cyanoacetic acid ethyl ester), C(C1=CC=CC=C1)Br (benzyl bromide), CC[O-].[Na+] (sodium ethylate). Run in C(C)O (ethanol). The product is C(C)OC(C(C#N)CC1=CC=CC=C1)=O (benzyl-cyanoacetic acid ethyl ester). RXN SMILES: [CH2:1]([O:3][C:4](=[O:8])[CH2:5][C:6]#[N:7])[CH3:2].[CH2:9](Br)[C:10]1[CH:15]=[CH:14][CH:13]=[CH:12][CH:11]=1.CC[O-].[Na+]>C(O)C>[CH2:1]([O:3][C:4](=[O:8])[CH:5]([CH2:9][C:10]1[CH:15]=[CH:14][CH:13]=[CH:12][CH:11]=1)[C:6]#[N:7])[CH3:2] |f:2.3|. Procedure details: Cyanoacetic acid ethyl ester was alkylated with benzyl bromide in the presence of sodium ethylate in ethanol to give benzyl-cyanoacetic acid ethyl ester [MS: 203 (M)+ ] which was then subsequently hydrolyzed with 1N sodium hydroxide solution in a 9:1 mixture of methanol and water to give the corresponding acid. Recrystallization of the crude product from methylene chloride/hexane yielded benzyl-cyanoacetic acid as crystals of melting point 97°.